This data is from the Open Reaction Database (ORD), a public repository of structured organic reaction records. The task is: describe an organic reaction: reactants, conditions, products, and yield The reactants are ClCC(CC(=O)Cl)=O (4-Chloroacetoacetyl chloride), O (Water). The reagents and catalysts are FC(S(=O)(=O)[O-])(F)F.[Sc+3].FC(S(=O)(=O)[O-])(F)F.FC(S(=O)(=O)[O-])(F)F (scandium trifluoromethanesulphonate). Solvent: ClCCl (dichloromethane). The product is ClCC=1OC(=CC(C1)=O)CCl (2,6-bis (chloromethyl)-4-pyrone). Yield: 0.1%. Reaction SMILES: [Cl:1][CH2:2][C:3](=[O:8])[CH2:4][C:5](Cl)=[O:6].O>ClCCl.FC(F)(F)S([O-])(=O)=O.[Sc+3].FC(F)(F)S([O-])(=O)=O.FC(F)(F)S([O-])(=O)=O>[Cl:1][CH2:2][C:3]1[O:8][C:3]([CH2:2][Cl:1])=[CH:4][C:5](=[O:6])[CH:4]=1 |f:3.4.5.6|. Procedure: 4-Chloroacetoacetyl chloride (14.8 g, 33.4 mol) in dichloromethane (35% strength solution) and scandium trifluoromethanesulphonate (1.45 g, 2.5 mol) were stirred at 25° C. for 6.5 days under a nitrogen atmosphere. Water (10 g, 0.55 mol) was then added and the organic phase was concentrated. 4.2 g of product were obtained (according to GC 68% crude product). After chromatography on a silica gel column, 0.7 g of pure product corresponding to a yield of 10.8% were obtained. The reactants are NC(N)=NC=1SC=C(N1)C=1NC(C=CC1COC)=N (2-(diaminomethyleneamino)-4-[6-(imino)(methoxy)methylpyridin-2-yl]thiazole), S(=O)(=O)(N)N (sulfamide), O (water). Run in COCCO (2-methoxyethanol). Reaction conditions: time 3 hour. Yields the product NC1=CC=C(C(=N1)C=1N=C(SC1)N=C(N)N)C=NS(=O)(=O)N (4-[6-(amino)(aminosulfonylimino)methylpyridin-2-yl]-2-(diaminomethyleneamino)thiazole). The yield is 49.8%. RXN SMILES: [NH2:1][C:2](=[N:4][C:5]1[S:6][CH:7]=[C:8]([C:10]2[NH:11][C:12](=[NH:19])[CH:13]=[CH:14][C:15]=2[CH2:16]OC)[N:9]=1)[NH2:3].[S:20]([NH2:24])([NH2:23])(=[O:22])=[O:21].O>COCCO>[NH2:19][C:12]1[N:11]=[C:10]([C:8]2[N:9]=[C:5]([N:4]=[C:2]([NH2:3])[NH2:1])[S:6][CH:7]=2)[C:15]([CH:16]=[N:23][S:20]([NH2:24])(=[O:22])=[O:21])=[CH:14][CH:13]=1. Procedure details: A mixture of 2-(diaminomethyleneamino)-4-[6-(imino)(methoxy)methylpyridin-2-yl]thiazole (2.1 g) and sulfamide (2.9 g) in 2-methoxyethanol (10.5 ml) was stirred for 3 hours at 70°-75° C. The mixture was added to water, isolated precipitate was collected by filtration and dried. The precipitate was recrystallized from a mixture of N,N-dimethylformamide and ethyl acetate to give 4-[6-(amino)(aminosulfonylimino)methylpyridin-2-yl]-2-(diaminomethyleneamino)thiazole (1.28 g). Starting materials: C1(CCCCCN1)=O (caprolactam), CO (methanol). Yields the product CN1C(CCCCC1)=O (N-methyl caprolactam). RXN SMILES: [C:1]1(=[O:8])[NH:7][CH2:6][CH2:5][CH2:4][CH2:3][CH2:2]1.[CH3:9]O>>[CH3:9][N:7]1[CH2:6][CH2:5][CH2:4][CH2:3][CH2:2][C:1]1=[O:8]. Procedure: Thus after 2 times recycle of the distillation residue, an overall caprolactam yield of 91.2 mol % had been achieved based on the initial amount of M5FV. In the first cyclization pass, where still some methanol was present, 5.1 mol % of the unwanted by-product N-methyl caprolactam was formed. The approximated caprolactam yield per pass was 61.2% in the first pass, 66.5% in the second pass (first recycle of distillation residue) and 66.4% in the third pass (second recycle of distillation residue)... Starting materials: solid, C(C1CO1)OCC(CCCC)CC (2-ethylhexyl glycidyl ether), S (hydrogen sulfide), epoxide, thioethers, O.S.[Na] (sodium hydrogen sulfide monohydrate), S (hydrogen sulfide), CO (methanol), S (hydrogen sulfide). Product: C(C)C(COC(CS)CO)CCCC (monothioglycerol 2-ethylhexyl ether). RXN SMILES: O.[SH2:2].[Na].S.[CH2:5]([O:9][CH2:10][CH:11]([CH2:16][CH3:17])[CH2:12][CH2:13][CH2:14][CH3:15])[CH:6]1[O:8]C1.[CH3:18]O>>[CH2:16]([CH:11]([CH2:12][CH2:13][CH2:14][CH3:15])[CH2:10][O:9][CH:5]([CH2:6][OH:8])[CH2:18][SH:2])[CH3:17] |f:0.1.2,^1:2|. Procedure: 5 g of solid sodium hydrogen sulfide monohydrate are saturated with hydrogen sulfide at room temperature in 250 ml of methanol. Then 186 g (1 mole) of 2-ethylhexyl glycidyl ether are added dropwise at room temperature and with efficient stirring in the course of 2 hours, while simultaneously introducing hydrogen sulfide gas. The flow of hydrogen sulfide gas is constantly introduced in an amount just sufficient for the reaction solution to take up. The temperature should not exceed 30°-40° C. in ... Reactants: O=c1n(CCCO)nc2n1CCCCC2, Cc1ccc(S(=O)(=O)Cl)cc1. The product is O=c1n(CCCCl)nc2n1CCCCC2. Reaction SMILES: [OH:1][CH2:2][CH2:3][CH2:4][n:5]1[n:6][c:7]2[n:8]([c:14]1=[O:15])[CH2:9][CH2:10][CH2:11][CH2:12][CH2:13]2.[c:16]1([CH3:17])[cH:18][cH:19][c:20]([S:21](=[O:22])(=[O:23])[Cl:25])[cH:24][cH:26]1>>[CH2:2]([CH2:3][CH2:4][n:5]1[n:6][c:7]2[n:8]([c:14]1=[O:15])[CH2:9][CH2:10][CH2:11][CH2:12][CH2:13]2)[Cl:25]. The reactants are CCOC(=O)CSc1cnc(NC(=O)N(C2CCCCCC2)C2CCC(C)CC2)s1, CCOC(=O)CS, CC1CCC(NC2CCCCCC2)CC1, Nc1cncs1. Yields the product CC1CCC(N(C(=O)Nc2ncc(SCC(=O)O)s2)C2CCCCCC2)CC1. As a reaction SMILES: [CH2:1]([CH3:2])[O:3][C:4]([CH2:5][S:6][c:7]1[cH:8][n:9][c:10]([NH:12][C:13](=[O:14])[N:15]([CH:16]2[CH2:17][CH2:18][CH:19]([CH3:22])[CH2:20][CH2:21]2)[CH:23]2[CH2:24][CH2:25][CH2:26][CH2:27][CH2:28][CH2:29]2)[s:11]1)=[O:30].[CH2:46]([O:47][C:48](=[O:49])[CH2:50][SH:51])[CH3:52].[CH:31]1([NH:32][CH:33]2[CH2:34][CH2:35][CH:36]([CH3:37])[CH2:38][CH2:39]2)[CH2:40][CH2:41][CH2:42][CH2:43][CH2:44][CH2:45]1.[NH2:53][c:54]1[s:55][cH:56][n:57][cH:58]1>>[O:3]=[C:4]([CH2:5][S:6][c:7]1[cH:8][n:9][c:10]([NH:12][C:13](=[O:14])[N:15]([CH:16]2[CH2:17][CH2:18][CH:19]([CH3:22])[CH2:20][CH2:21]2)[CH:23]2[CH2:24][CH2:25][CH2:26][CH2:27][CH2:28][CH2:29]2)[s:11]1)[OH:30]. Reactants: CC(=O)OC=O, CC(C)CC(CNOCc1ccccc1)C(=O)O, ClCCl. Yields the product CC(C)CC(CN(C=O)OCc1ccccc1)C(=O)O. Reaction SMILES: [C:19]([O:20][CH:22]=[O:23])(=[O:21])[CH3:24].[CH2:1]([c:2]1[cH:3][cH:4][cH:5][cH:6][cH:7]1)[O:8][NH:9][CH2:10][CH:11]([C:12](=[O:13])[OH:14])[CH2:15][CH:16]([CH3:17])[CH3:18].[Cl:25][CH2:26][Cl:27]>>[CH2:1]([c:2]1[cH:3][cH:4][cH:5][cH:6][cH:7]1)[O:8][N:9]([CH2:10][CH:11]([C:12](=[O:13])[OH:14])[CH2:15][CH:16]([CH3:17])[CH3:18])[CH:19]=[O:21].